Dataset: the Open Reaction Database (ORD), a public repository of structured organic reaction records. Task: describe an organic reaction: reactants, conditions, products, and yield Starting materials: COc1ccc(COc2cccc([N+](=O)[O-])c2C(C)O)cc1, C[N+]1([O-])CCOCC1, ClCCl. Product: COc1ccc(COc2cccc([N+](=O)[O-])c2C(C)=O)cc1. Reaction SMILES: [CH3:1][O:2][c:3]1[cH:4][cH:5][c:6]([CH2:7][O:8][c:9]2[c:10]([CH:18]([CH3:19])[OH:20])[c:11]([N+:15](=[O:16])[O-:17])[cH:12][cH:13][cH:14]2)[cH:21][cH:22]1.[CH3:23][N+:24]1([O-:30])[CH2:25][CH2:26][O:27][CH2:28][CH2:29]1.[Cl:31][CH2:32][Cl:33]>>[CH3:1][O:2][c:3]1[cH:4][cH:5][c:6]([CH2:7][O:8][c:9]2[c:10]([C:18]([CH3:19])=[O:20])[c:11]([N+:15](=[O:16])[O-:17])[cH:12][cH:13][cH:14]2)[cH:21][cH:22]1. Reactants: ClC1=CC=C(S1)C=O (5-chloro-2-thiophenecarboxaldehyde), C(CCC)[Li] (n-Butyl lithium), solution, C(C)P(=O)(CC)CS(=O)(=O)OCC (ethyl diethylphosphorylmethanesulfonate). Run in hexanes, C1CCOC1 (THF). Reaction conditions: time 20 minute. Product: C(C)OS(=O)(=O)C=CC=1SC(=CC1)Cl (2-(5-Chloro-thiophen-2-yl)-ethenesulfonic acid ethyl ester). As a reaction SMILES: C([Li])CCC.C(P([CH2:12][S:13]([O:16][CH2:17][CH3:18])(=[O:15])=[O:14])(CC)=O)C.[Cl:19][C:20]1[S:24][C:23]([CH:25]=O)=[CH:22][CH:21]=1>C1COCC1>[CH2:17]([O:16][S:13]([CH:12]=[CH:25][C:23]1[S:24][C:20]([Cl:19])=[CH:21][CH:22]=1)(=[O:14])=[O:15])[CH3:18]. Procedure: n-Butyl lithium (1.6 mL of a 2.5 M solution in hexanes, 4.0 mmol) is added dropwise to a solution of ethyl diethylphosphorylmethanesulfonate (1.0 g, 3.8 mmol), prepared as described in Tetrahedron, 1987, 43(21), 5125, at −78° C. in THF (15 mL). The mixture is stirred for 20 min. then 5-chloro-2-thiophenecarboxaldehyde (0.45 mL, 4.2 mmol) is slowly added. The yellow mixture is stirred at −78° C. for 1 h then allowed to warm to room temperature overnight. The bulk of the solvents are evaporated an... Run in C(C)(=O)O (acetic acid). As a reaction SMILES: [O:1]1[C:5]2[CH2:6][N:7]([C:10](=[O:22])[CH2:11][CH2:12][CH2:13][CH2:14][CH2:15][C:16]3[CH:21]=[CH:20][CH:19]=[CH:18][CH:17]=3)[CH2:8][CH2:9][C:4]=2[CH:3]=[CH:2]1.[CH3:23][NH:24][CH3:25].[CH2:26]=O>C(O)(=O)C>[CH3:23][N:24]([CH2:26][C:2]1[O:1][C:5]2[CH2:6][N:7]([C:10](=[O:22])[CH2:11][CH2:12][CH2:13][CH2:14][CH2:15][C:16]3[CH:17]=[CH:18][CH:19]=[CH:20][CH:21]=3)[CH2:8][CH2:9][C:4]=2[CH:3]=1)[CH3:25]. Reactants: O1C=CC2=C1CN(CC2)C(CCCCCC2=CC=CC=C2)=O (1-(5,7-dihydro-4H-furo[2,3-c]pyridin-6-yl)-6-phenylhexan-1-one), CNC (dimethylamine), C=O (formaldehyde). Reaction conditions: temperature 100 celsius, time 15 minute. Yields the product CN(C)CC1=CC2=C(CN(CC2)C(CCCCCC2=CC=CC=C2)=O)O1 (1-(2-dimethylaminomethyl-5,7-dihydro-4H-furo[2,3-c]pyridin-6-yl)-6-phenylhexan-1-one). Procedure details: To a solution of 0.493 g (1.658 mmol) of 1-(5,7-dihydro-4H-furo[2,3-c]pyridin-6-yl)-6-phenylhexan-1-one in 20 ml of acetic acid, 0.18 g (2.0 mmol) of 50% aqueous dimethylamine and 0.16 g (2.0 mmol) of 37% aqueous formaldehyde were added, followed by stirring at 100° C. for 15 minutes. After the solvent was distilled off under reduced pressure, the residual solution was alkalified with aqueous sodium hydroxide and extracted with dichloromethane 3 times. The combined organic layer was dried over a...